This data is from the Open Reaction Database (ORD), a public repository of structured organic reaction records. The task is: describe an organic reaction: reactants, conditions, products, and yield Starting materials: C(C)OC(=O)C1=CN(C2=C(N=C(C=C2C1=O)C)C)C(=O)OCC1=CC=CC=C1 (6,8-dimethyl-4-oxo-4H-[1,7]naphthyridine-1,3-dicarboxylic acid 1-benzyl ester 3-ethyl ester), C(C)[Mg]Br (EtMgBr). The reagents and catalysts are [Cu](I)I (CuI). Solvent: C1CCOC1 (THF). Product: COC(=O)C1C(N(C2=C(N=C(C=C2C1=O)C)C)C(=O)OCC1=CC=CC=C1)CC (2-ethyl-6,8-dimethyl-4-oxo-3,4-dihydro-2H-[1,7]naphthyridine-1,3-dicarboxylic acid 1-benzyl ester 3-methyl ester). As a reaction SMILES: [CH2:1]([O:3][C:4]([C:6]1[C:15](=[O:16])[C:14]2[C:9](=[C:10]([CH3:18])[N:11]=[C:12]([CH3:17])[CH:13]=2)[N:8]([C:19]([O:21][CH2:22][C:23]2[CH:28]=[CH:27][CH:26]=[CH:25][CH:24]=2)=[O:20])[CH:7]=1)=[O:5])C.[CH2:29]([Mg]Br)[CH3:30]>C1COCC1.[Cu](I)I>[CH3:1][O:3][C:4]([CH:6]1[C:15](=[O:16])[C:14]2[C:9](=[C:10]([CH3:18])[N:11]=[C:12]([CH3:17])[CH:13]=2)[N:8]([C:19]([O:21][CH2:22][C:23]2[CH:28]=[CH:27][CH:26]=[CH:25][CH:24]=2)=[O:20])[CH:7]1[CH2:29][CH3:30])=[O:5]. Reported procedure: This compound can be obtained by reacting a stirred suspension of 6,8-dimethyl-4-oxo-4H-[1,7]naphthyridine-1,3-dicarboxylic acid 1-benzyl ester 3-ethyl ester, prepared in step (iii) and CuI (copper iodide) in THF, with freshly prepared EtMgBr (ethyl magnesium bromide) at −78° C., followed by a typical workup. Starting materials: Cl.COC1=C(C=C(C[C@H](N)C(=O)O)C=C1)[N+](=O)[O-] (O-methyl-3-nitro-L-tyrosine.hydrochloride), N(=O)[O-].[Na+] (sodium nitrite), resultant suspension. The solvent is C(C)(=O)OCC (ethyl acetate). Conditions: time 3 hour. Yields the product Cl[C@H](C(=O)O)CC1=CC(=C(C=C1)OC)[N+](=O)[O-] ((S)-2-chloro-3-(4-methoxy-3-nitrophenyl)propionicacid). The yield is 96.4%. Reaction SMILES: [ClH:1].[CH3:2][O:3][C:4]1[CH:15]=[CH:14][C:7]([CH2:8][C@@H:9]([C:11]([OH:13])=[O:12])N)=[CH:6][C:5]=1[N+:16]([O-:18])=[O:17].N([O-])=O.[Na+]>C(OCC)(=O)C>[Cl:1][C@@H:9]([CH2:8][C:7]1[CH:14]=[CH:15][C:4]([O:3][CH3:2])=[C:5]([N+:16]([O-:18])=[O:17])[CH:6]=1)[C:11]([OH:13])=[O:12] |f:0.1,2.3|. Reported procedure: To suspension solution of O-methyl-3-nitro-L-tyrosine.hydrochloride(4.93 g) in 6N aqueous hydrochloric acidwas added under ice-cooling, sodium nitrite (1.97 g) and was stirredat the same temperature for 1 and 1/2 hour and further at roomtemperature for 3 hours. The resultant suspension solution wasextracted with ethyl acetate (50 ml×3). After the ethyl acetate layerwas washed with saturated brine, dried over anhydrous sodiumsulfate. The solvent was evaporated in vacuo to give (S)-2-chloro-3-(4-m...